Dataset: the Open Reaction Database (ORD), a public repository of structured organic reaction records. Task: describe an organic reaction: reactants, conditions, products, and yield Reactants: C(C)(=O)O (acetic acid), C1CCOC1 (THF), COC1=CC=C(C=C1)S(=O)(=O)[C@H](CCCCC1=CC=CC=C1)[C@H]1C(OC1)=O ((±)-3-(R*)-[1-(R*)-(4-methoxybenzenesulfonyl)-5-phenylpentyl]-oxetan-2-one), suspension, [H-].[Na+] (NaH), oil, C1(=CC=CC=C1)S (thiophenol), C1CCOC1 (THF). Reaction conditions: time 14 hour. Product: COC1=CC=C(C=C1)S(=O)(=O)[C@H]([C@H](C(=O)O)CSC1=CC=CC=C1)CCCCC1=CC=CC=C1 ((±)-(2R*,3S*)-3-(4-methoxybenzenesulfonyl)-7-phenyl-2-(phenylsulfanylmethyl)heptanoic acid). Isolated yield 82.0%. Reaction SMILES: [H-].[Na+].[C:3]1([SH:9])[CH:8]=[CH:7][CH:6]=[CH:5][CH:4]=1.COC1C=C[C:15]([S:18]([C@@H:21]([C@@H:32]2[CH2:35][O:34][C:33]2=[O:36])[CH2:22][CH2:23][CH2:24][CH2:25][C:26]2[CH:31]=[CH:30][CH:29]=[CH:28][CH:27]=2)(=[O:20])=[O:19])=[CH:14][CH:13]=1.C(O)(=O)C.[CH2:41]1[CH2:45][O:44][CH2:43][CH2:42]1>>[CH3:43][O:44][C:45]1[CH:41]=[CH:42][C:15]([S:18]([C@@H:21]([CH2:22][CH2:23][CH2:24][CH2:25][C:26]2[CH:27]=[CH:28][CH:29]=[CH:30][CH:31]=2)[C@@H:32]([CH2:35][S:9][C:3]2[CH:8]=[CH:7][CH:6]=[CH:5][CH:4]=2)[C:33]([OH:36])=[O:34])(=[O:20])=[O:19])=[CH:14][CH:13]=1 |f:0.1|. Procedure: A 60% suspension of NaH in mineral oil (84 mg, 2.2 mmol) is carefully added to a solution of thiophenol (0.30 g, 2.7 mmol) in THF (10 mL) at 0° C. The mixture is allowed to warm to ambient temperature and is transferred to a solution of (±)-3-(R*)-[1-(R*)-(4-methoxybenzenesulfonyl)-5-phenylpentyl]-oxetan-2-one (0.63 g, 1.6 mmol) in THF (10 mL). The reaction is stirred 14 hours and then acidified with acetic acid. The crude mixture is azeotroped with methanol (2×50 mL) and purified by column chro... Starting materials: ClCCl, CC(C)(C)OC(=O)N1CCC=C(CO)C1. The product is CC(C)(C)OC(=O)N1CCC=C(C=O)C1. Reaction SMILES: [Cl:16][CH2:17][Cl:18].[OH:1][CH2:2][C:3]1=[CH:4][CH2:5][CH2:6][N:7]([C:9](=[O:10])[O:11][C:12]([CH3:13])([CH3:14])[CH3:15])[CH2:8]1>>[O:1]=[CH:2][C:3]1=[CH:4][CH2:5][CH2:6][N:7]([C:9](=[O:10])[O:11][C:12]([CH3:13])([CH3:14])[CH3:15])[CH2:8]1. Starting materials: ClCCl, Cc1ccc(N)c(O)c1, Cc1ccc(S(=O)(=O)Cl)cc1, c1ccncc1. Yields the product Cc1ccc(S(=O)(=O)Nc2ccc(C)cc2O)cc1. As a reaction SMILES: [Cl:27][CH2:28][Cl:29].[NH2:18][c:19]1[c:20]([OH:26])[cH:21][c:22]([CH3:25])[cH:23][cH:24]1.[c:7]1([CH3:17])[cH:8][cH:9][c:10]([S:13](=[O:14])(=[O:15])[Cl:16])[cH:11][cH:12]1.[cH:1]1[cH:2][cH:3][n:4][cH:5][cH:6]1>>[c:7]1([CH3:17])[cH:8][cH:9][c:10]([S:13](=[O:14])(=[O:15])[NH:18][c:19]2[c:20]([OH:26])[cH:21][c:22]([CH3:25])[cH:23][cH:24]2)[cH:11][cH:12]1. Reactants: NC=1C(=CC2=CC(=C(C=C2C1)OC)OCCCl)C(=O)OCC (ethyl 3-amino-7-(2-chloroethoxy)-6-methoxy-2-naphthoate), NC=1C(=CC2=CC(=C(C=C2C1)OCCCl)OC)C(=O)OCC (ethyl 3-amino-6-(2-chloroethoxy)-7-methoxy-2-naphthoate), COC(N(C)C)OC (dimethylformamide dimethylacetal). Yields the product ClCCOC=1C=C2C=C(C(=CC2=CC1OC)C(=O)OCC)/N=C/N(C)C (ethyl 6-(2-chloroethoxy)-3-{[(E)-(dimethylamino)methylidene]amino}-7-methoxy-2-naphthoate), ClCCOC1=C(C=C2C=C(C(=CC2=C1)C(=O)OCC)/N=C/N(C)C)OC (ethyl 7-(2-chloroethoxy)-3-{[(E)-(dimethylamino)-methylidene]amino}-6-methoxy-2-naphthoate). RXN SMILES: [NH2:1][C:2]1[C:3]([C:18]([O:20][CH2:21][CH3:22])=[O:19])=[CH:4][C:5]2[C:10]([CH:11]=1)=[CH:9][C:8]([O:12][CH3:13])=[C:7]([O:14][CH2:15][CH2:16][Cl:17])[CH:6]=2.[NH2:23][C:24]1[C:25]([C:40]([O:42][CH2:43][CH3:44])=[O:41])=[CH:26][C:27]2[C:32]([CH:33]=1)=[CH:31][C:30]([O:34][CH2:35][CH2:36][Cl:37])=[C:29]([O:38][CH3:39])[CH:28]=2.CO[CH:47](OC)[N:48]([CH3:50])[CH3:49]>>[Cl:37][CH2:36][CH2:35][O:34][C:30]1[CH:31]=[C:32]2[C:27](=[CH:28][C:29]=1[O:38][CH3:39])[CH:26]=[C:25]([C:40]([O:42][CH2:43][CH3:44])=[O:41])[C:24](/[N:23]=[CH:47]/[N:48]([CH3:50])[CH3:49])=[CH:33]2.[Cl:17][CH2:16][CH2:15][O:14][C:7]1[CH:6]=[C:5]2[C:10]([CH:11]=[C:2](/[N:1]=[CH:47]/[N:48]([CH3:50])[CH3:49])[C:3]([C:18]([O:20][CH2:21][CH3:22])=[O:19])=[CH:4]2)=[CH:9][C:8]=1[O:12][CH3:13]. Reported procedure: A 648 mg portion of ethyl 3-amino-7-(2-chloroethoxy)-6-methoxy-2-naphthoate and ethyl 3-amino-6-(2-chloroethoxy)-7-methoxy-2-naphthoate (1:1 mixture) and 5 mL of dimethylformamide dimethylacetal is heated to reflux using an oil bath. The reaction is kept at reflux overnight. Solvent is removed in vacuo to provide crude ethyl 6-(2-chloroethoxy)-3-{[(E)-(dimethylamino)methylidene]amino}-7-methoxy-2-naphthoate and ethyl 7-(2-chloroethoxy)-3-{[(E)-(dimethylamino)-methylidene]amino}-6-methoxy-2-napht... The reactants are C(C=C)OC1(CCCCCC1)CN1N=CC(=C1C)I (1-((1-(allyloxy)cycloheptyl)methyl)-4-iodo-5-methyl-1H-pyrazole), C12CCCC(CCC1)B2.O1CCCC1 (9-borabicyclo[3.3.1]nonane tetrahydrofuran), [OH-].[Na+] (NaOH), OO (H2O2). Run in O1CCCC1 (tetrahydrofuran). Reaction conditions: time 24 hour. Yields the product IC=1C=NN(C1C)CC1(CCCCCC1)OCCCO (3-(1-((4-iodo-5-methyl-1H-pyrazol-1-yl)methyl)cycloheptyloxy)propan-1-ol). RXN SMILES: [CH2:1]([O:4][C:5]1([CH2:12][N:13]2[C:17]([CH3:18])=[C:16]([I:19])[CH:15]=[N:14]2)[CH2:11][CH2:10][CH2:9][CH2:8][CH2:7][CH2:6]1)[CH:2]=[CH2:3].C12BC(CCC1)CCC2.[O:29]1CCCC1.[OH-].[Na+].OO>O1CCCC1>[I:19][C:16]1[CH:15]=[N:14][N:13]([CH2:12][C:5]2([O:4][CH2:1][CH2:2][CH2:3][OH:29])[CH2:11][CH2:10][CH2:9][CH2:8][CH2:7][CH2:6]2)[C:17]=1[CH3:18] |f:1.2,3.4|. Procedure details: To a solution of EXAMPLE 155A (1.7 g) in tetrahydrofuran (20 mL) was added a 0.5 M 9-borabicyclo[3.3.1]nonane-tetrahydrofuran solution (50 mL, 0.5 M) at 0° C. After the reaction mixture was stirred for 24 hours at room temperature, a 0.5 M NaOH aqueous solution (30 mL) and 30% H2O2 aqueous solution (5.5 mL) were added. After the reaction mixture was stirred for 16 hours, the reaction was then quenched by adding water (15 mL). The reaction mixture was extracted with ethyl acetate, and the organic... Starting materials: C[Si](C)(C)c1ccc(C=O)cc1, CCO, [Cl-], CCOC(=O)CN=[N+]=[N-], [NH4+], [Na]. Product: CCOC(=O)C(=Cc1ccc([Si](C)(C)C)cc1)N=[N+]=[N-]. Reaction SMILES: [CH3:11][Si:12]([c:13]1[cH:14][cH:15][c:16]([CH:17]=[O:18])[cH:19][cH:20]1)([CH3:21])[CH3:22].[CH3:25][CH2:26][OH:27].[Cl-:23].[N:2](=[N+:3]=[N-:4])[CH2:5][C:6](=[O:7])[O:8][CH2:9][CH3:10].[NH4+:24].[Na:1]>>[N:2](=[N+:3]=[N-:4])[C:5]([C:6](=[O:7])[O:8][CH2:9][CH3:10])=[CH:17][c:16]1[cH:15][cH:14][c:13]([Si:12]([CH3:11])([CH3:21])[CH3:22])[cH:20][cH:19]1. Procedure: A solution of 3,5-difluorophenol (35.5 g, 273 mmol) and methyl propiolate (25.0 mL, 300 mmol) in acetonitrile (109 mL) was added to a solution of tetrabutylammonium fluoride in tetrahydrofuran (1.0 M commercial solution, 109 mL, 109 mmol) at room temperature over a period of 2 hours. After complete addition of the solution, the mixture was stirred for 1 hour. The reaction mixture was diluted with toluene (350 mL) and the organic mixture was washed twice with water (250 mL×2), dried over magnesiu... Yield: 102.6%. Reaction conditions: time 1 hour. Yields the product FC=1C=C(OC=CC(=O)OC)C=C(C1)F (Methyl 3-(3,5-difluorophenoxy)acrylate). Starting materials: FC=1C=C(C=C(C1)F)O (3,5-difluorophenol), C(C#C)(=O)OC (methyl propiolate), [F-].C(CCC)[N+](CCCC)(CCCC)CCCC (tetrabutylammonium fluoride), O1CCCC1 (tetrahydrofuran). Run in C(C)#N (acetonitrile), C1(=CC=CC=C1)C (toluene). Reaction SMILES: [F:1][C:2]1[CH:3]=[C:4]([OH:9])[CH:5]=[C:6]([F:8])[CH:7]=1.[C:10]([O:14][CH3:15])(=[O:13])[C:11]#[CH:12].[F-].C([N+](CCCC)(CCCC)CCCC)CCC.O1CCCC1>C(#N)C.C1(C)C=CC=CC=1>[F:1][C:2]1[CH:3]=[C:4]([CH:5]=[C:6]([F:8])[CH:7]=1)[O:9][CH:12]=[CH:11][C:10]([O:14][CH3:15])=[O:13] |f:2.3|. Reactants: CC([C@@H](C(=O)N1CCOCC1)NC1=NC(SC1)=O)C (4-{[(2S)-3-methyl-1-(morpholin-4-yl)-1-oxobutan-2-yl]amino}-1,3-thiazol-2(5H)-one), FC(C1=C(CN2CCC(CC2)C=O)C=CC(=C1)C(F)(F)F)(F)F (1-[2,4-bis(trifluoromethyl)benzyl]piperidine-4-carbaldehyde), C(C)(=O)[O-].[NH2+]1CCCCC1 (piperidinium acetate). The solvent is CC(C)O (2-propanol). Reaction conditions: temperature 60 celsius, time 8 hour. Product: FC(C1=C(CN2CCC(CC2)\C=C/2\C(=NC(S2)=O)N[C@@H](C(C)C)C(=O)N2CCOCC2)C=CC(=C1)C(F)(F)F)(F)F ((5Z)-5-({1-[2,4-bis(trifluoromethyl)benzyl]piperidin-4-yl}methylidene)-4-{[(1S)-2-methyl-1-(morpholin-4-ylcarbonyl)propyl]amino}-1,3-thiazol-2(5H)-one). Isolated yield 52.8%. As a reaction SMILES: [CH3:1][CH:2]([CH3:19])[C@H:3]([NH:12][C:13]1[CH2:17][S:16][C:15](=[O:18])[N:14]=1)[C:4]([N:6]1[CH2:11][CH2:10][O:9][CH2:8][CH2:7]1)=[O:5].[F:20][C:21]([F:42])([F:41])[C:22]1[CH:36]=[C:35]([C:37]([F:40])([F:39])[F:38])[CH:34]=[CH:33][C:23]=1[CH2:24][N:25]1[CH2:30][CH2:29][CH:28]([CH:31]=O)[CH2:27][CH2:26]1.C([O-])(=O)C.[NH2+]1CCCCC1>CC(O)C>[F:42][C:21]([F:20])([F:41])[C:22]1[CH:36]=[C:35]([C:37]([F:40])([F:39])[F:38])[CH:34]=[CH:33][C:23]=1[CH2:24][N:25]1[CH2:30][CH2:29][CH:28](/[CH:31]=[C:17]2/[C:13]([NH:12][C@H:3]([C:4]([N:6]3[CH2:7][CH2:8][O:9][CH2:10][CH2:11]3)=[O:5])[CH:2]([CH3:19])[CH3:1])=[N:14][C:15](=[O:18])[S:16]/2)[CH2:27][CH2:26]1 |f:2.3|. Procedure details: To a solution of 4-{[(2S)-3-methyl-1-(morpholin-4-yl)-1-oxobutan-2-yl]amino}-1,3-thiazol-2(5H)-one (371 mg) and 1-[2,4-bis(trifluoromethyl)benzyl]piperidine-4-carbaldehyde (441 mg) in 2-propanol (10 mL) was added piperidinium acetate (189 mg) at room temperature. The reaction mixture was stirred at 60° C. overnight, and the solvent was evaporated under reduced pressure. The residue was purified by silica gel column chromatography (NH, ethyl acetate/hexane) and recrystallized from ethyl acetate/h... Starting materials: CC1(C=2C=CC(=CC2C(CC1)(CC(=O)OCC)O)N=NC1=CC=C(C(=O)OCC)C=C1)C ((±)ethyl 4-[(5,5-dimethyl-8-hydroxy-8-carbethoxymethyl-5,6,7,8-tetrahydronaphth-2-yl)azo]benzoate), CC1(C=2C=CC(=CC2C(CC1)(CC(=O)OCC)O)N=NC1=CC=C(C(=O)OCC)C=C1)C ((±)ethyl 4-[(5,5-dimethyl-8-hydroxy-8-carbethoxymethyl-5,6,7,8-tetrahydronaphth-2-yl)azo]benzoate), C1CCC(CC1)N=C=NC2CCCCC2 (DCC). Reagents/catalysts: Cl[Cu] (CuCl). The solvent is C1=CC=CC=C1 (benzene). The product is CC1(C=2C=CC(=CC2C(=CC1)CC(=O)OCC)N=NC1=CC=C(C(=O)OCC)C=C1)C (Ethyl 4-[(5,5-dimethyl-8-(carbethoxymethyl)-5,6-dihydronaphthalen-2-yl)azo]benzoate). Reaction SMILES: [CH3:1][C:2]1([CH3:32])[CH2:11][CH2:10][C:9](O)([CH2:12][C:13]([O:15][CH2:16][CH3:17])=[O:14])[C:8]2[CH:7]=[C:6]([N:19]=[N:20][C:21]3[CH:31]=[CH:30][C:24]([C:25]([O:27][CH2:28][CH3:29])=[O:26])=[CH:23][CH:22]=3)[CH:5]=[CH:4][C:3]1=2.C1CCC(N=C=NC2CCCCC2)CC1>C1C=CC=CC=1.Cl[Cu]>[CH3:32][C:2]1([CH3:1])[CH2:11][CH:10]=[C:9]([CH2:12][C:13]([O:15][CH2:16][CH3:17])=[O:14])[C:8]2[CH:7]=[C:6]([N:19]=[N:20][C:21]3[CH:22]=[CH:23][C:24]([C:25]([O:27][CH2:28][CH3:29])=[O:26])=[CH:30][CH:31]=3)[CH:5]=[CH:4][C:3]1=2. Procedure: A solution of (±)ethyl 4-[(5,5-dimethyl-8-hydroxy-8-carbethoxymethyl-5,6,7,8-tetrahydronaphth-2-yl)azo]benzoate (Compound D1, 108 mg, 0.25 mmol), DCC (55.9 mg, 0.271 mmol) and CuCl (36.6 mg, 0.37 mmol) in 8 ml of dry benzene was heated under reflux for 7 days. After cooling to room temperature, the solids were filtered out and the solution was extracted with ethyl acetate. The combined organic layer was washed with brine and dried over Na2 SO4. The solvent was removed under reduced pressure, the... Starting materials: Cc1ccc2ncn(CC(C)O)c2c1, CCOC1OC(=O)CC1NS(=O)(=O)c1ccc(NC(C)=O)cc1OC(C)Cn1cnc2ccc(Cl)nc21. Yields the product CC(O)Cn1cnc2ccc(Cl)nc21. RXN SMILES: [CH3:1][CH:2]([OH:3])[CH2:4][n:5]1[c:6]2[cH:7][c:8]([CH3:9])[cH:10][cH:11][c:12]2[n:13][cH:14]1.[Cl:15][c:16]1[cH:17][cH:18][c:19]2[c:20]([n:21]1)[n:22]([CH2:25][CH:26]([O:27][c:28]1[cH:29][c:30]([NH:31][C:32](=[O:33])[CH3:34])[cH:35][cH:36][c:37]1[S:38](=[O:39])(=[O:40])[NH:41][CH:42]1[CH2:43][C:44](=[O:45])[O:46][CH:47]1[O:48][CH2:49][CH3:50])[CH3:51])[cH:23][n:24]2>>[Cl:15][c:16]1[cH:17][cH:18][c:19]2[c:20]([n:21]1)[n:22]([CH2:25][CH:26]([OH:27])[CH3:51])[cH:23][n:24]2.